This data is from the Open Reaction Database (ORD), a public repository of structured organic reaction records. The task is: describe an organic reaction: reactants, conditions, products, and yield The reactants are FC1=CC=C(C=O)C=C1 (4-Fluorobenzaldehyde), C(C)(=O)[O-].[Na+] (sodium acetate), C(#N)[BH3-].[Na+] (sodium cyanoborohydride), Cl.C(C)OC(CC(C(C)C)N)=O (racemic 3-amino-4-methyl-pentanoic acid ethyl ester hydrochloride). Run in CO (methanol). Reaction conditions: temperature 25 celsius, time 22 hour. Product: C(C)OC(CC(C(C)C)NCC1=CC=C(C=C1)F)=O (rac-3-(4-fluoro-benzylamino)-4-methyl-pentanoic acid ethyl ester). The yield is 52.9%. RXN SMILES: [F:1][C:2]1[CH:9]=[CH:8][C:5]([CH:6]=O)=[CH:4][CH:3]=1.C([O-])(=O)C.[Na+].C([BH3-])#N.[Na+].Cl.[CH2:20]([O:22][C:23](=[O:30])[CH2:24][CH:25]([NH2:29])[CH:26]([CH3:28])[CH3:27])[CH3:21]>CO>[CH2:20]([O:22][C:23](=[O:30])[CH2:24][CH:25]([NH:29][CH2:6][C:5]1[CH:8]=[CH:9][C:2]([F:1])=[CH:3][CH:4]=1)[CH:26]([CH3:27])[CH3:28])[CH3:21] |f:1.2,3.4,5.6|. Procedure details: 4-Fluorobenzaldehyde (0.547 mL, 5.10 mmol), sodium acetate (0.837 g, 10.2 mmol), powdered/activated 4 Å molecular sieves (1.0 g) and sodium cyanoborohydride (0.641 g, 10.2 mmol) were added sequentially to a solution of racemic 3-amino-4-methyl-pentanoic acid ethyl ester hydrochloride (0.998 g, 5.10 mmol) in methanol (25 mL) at 25° C. The mixture was stirred at 25° C. for 22 h, and then was filtered through Celite. The Celite was washed with ethyl acetate (2×30 mL) and the combined filtrate and w... The reactants are FC=1C=C(C(C(=O)O)=CC1)N (4-fluoroanthranilic acid), COC=1C=C(C(=O)Cl)C=C(C1OC)OC (3,4,5-trimethoxybenzoylchloride). Solvent: O1CCCC1 (tetrahydrofuran), O1CCCC1 (tetrahydrofuran), CN(C1=CC=CC=C1)C (dimethylaniline). Run at time 5 hour. Product: COC=1C=C(C(=O)NC=2C(C(=O)O)=CC=C(C2)F)C=C(C1OC)OC (N-(3,4,5-trimethoxybenzoyl)-4-fluoroanthranilic acid). Isolated yield 60.3%. Reaction SMILES: [F:1][C:2]1[CH:3]=[C:4]([NH2:11])[C:5](=[CH:9][CH:10]=1)[C:6]([OH:8])=[O:7].[CH3:12][O:13][C:14]1[CH:15]=[C:16]([CH:20]=[C:21]([O:25][CH3:26])[C:22]=1[O:23][CH3:24])[C:17](Cl)=[O:18]>O1CCCC1.CN(C)C1C=CC=CC=1>[CH3:26][O:25][C:21]1[CH:20]=[C:16]([CH:15]=[C:14]([O:13][CH3:12])[C:22]=1[O:23][CH3:24])[C:17]([NH:11][C:4]1[C:5](=[CH:9][CH:10]=[C:2]([F:1])[CH:3]=1)[C:6]([OH:8])=[O:7])=[O:18]. Reported procedure: In a mixture of 20 ml of tetrahydrofuran and 1.6 g of dimethylaniline is dissolved 1.6 g of 4-fluoroanthranilic acid. To this solution is added slowly a solution of 2.3 g of 3,4,5-trimethoxybenzoylchloride in tetrahydrofuran under room temperature and the mixture is strred at room temperature for 5 hours. The reaction mixture is concentrated under a reduced pressure, to the residue is added water and hydrochloric acid is added to make the mixture the weakly acidic. The precipitated crystals are ... The reactants are N(=O)[O-].[Na+] (sodium nitrite), [Sn](Cl)Cl (tin (II) chloride), Cl.C(CCC)C1=CC=C(C=C1)C1=C(C(=CC=C1)N)F (4′-butyl-2-fluoro-biphenyl-3-ylamine hydrochloride). Solvent: O (H2O), Cl (HCl), Cl (HCl). Run at temperature 0 celsius, time 1 hour. The product is Cl.C(CCC)C1=CC=C(C=C1)C1=C(C(=CC=C1)NN)F ((4′-Butyl-2-fluoro-biphenyl-3-yl)-hydrazine Hydrochloride). Isolated yield 81.8%. Reaction SMILES: Cl.[CH2:2]([C:6]1[CH:11]=[CH:10][C:9]([C:12]2[CH:17]=[CH:16][CH:15]=[C:14]([NH2:18])[C:13]=2[F:19])=[CH:8][CH:7]=1)[CH2:3][CH2:4][CH3:5].[N:20]([O-])=O.[Na+].[Sn](Cl)[Cl:25]>Cl.O>[ClH:25].[CH2:2]([C:6]1[CH:11]=[CH:10][C:9]([C:12]2[CH:17]=[CH:16][CH:15]=[C:14]([NH:18][NH2:20])[C:13]=2[F:19])=[CH:8][CH:7]=1)[CH2:3][CH2:4][CH3:5] |f:0.1,2.3,7.8|. Reported procedure: A mixture of dioxane (16 mL) and N-methylpyrrolidinone (8 mL) is deoxygenated by passing a stream of nitrogen through it for 15 minutes. A sample of 3-chloro-2-fluoroaniline (3 g, 20.6 mmol) is charged to a 250 mL round-bottom flask which is equipped with a screw-top adapter capable of sealing the vessel via a 3 way stopcock. The aniline is then treated with 4-butylphenylboronic acid (5.5 g, 30.9 mmol), cesium fluoride (7.82 g, 51.5 mmol) and bis-(tri-tert-butyl phosphiono) palladium (527 mg, 1.... The reactants are C(C)(C)C1=NC(=C(C(=C1CO)C1=CC=C(C=C1)C)C=CCCC)C(C)C (2,6-Diisopropyl-3-hydroxymethyl-4-(4-methylphenyl)-5-(pent-1-enyl)-pyridine), C24H35NO. Solvent: C(C)(=O)OCC.CCCCCC (ethyl acetate n-hexane). The product is C(C)(C)C1=NC(=C(C(=C1CO)C1=CC=C(C=C1)C)CCCCC)C(C)C (2,6-Diisopropyl-3-hydroxymethyl-4-(4-methylphenyl)-5-pentylpyridine). Reaction SMILES: [CH:1]([C:4]1[C:9]([CH2:10][OH:11])=[C:8]([C:12]2[CH:17]=[CH:16][C:15]([CH3:18])=[CH:14][CH:13]=2)[C:7]([CH:19]=[CH:20][CH2:21][CH2:22][CH3:23])=[C:6]([CH:24]([CH3:26])[CH3:25])[N:5]=1)([CH3:3])[CH3:2]>C(OCC)(=O)C.CCCCCC>[CH:1]([C:4]1[C:9]([CH2:10][OH:11])=[C:8]([C:12]2[CH:13]=[CH:14][C:15]([CH3:18])=[CH:16][CH:17]=2)[C:7]([CH2:19][CH2:20][CH2:21][CH2:22][CH3:23])=[C:6]([CH:24]([CH3:25])[CH3:26])[N:5]=1)([CH3:3])[CH3:2] |f:1.2|. Procedure: The title compound was prepared from 2,6-diisopropyl-3-hydroxymethyl-4-(4-methylphenyl)-5-(pent-1-enyl)pyridine (Example 129) by the procedure described in Example 126. 1H NMR (300 MHz, CDCl3): δ 0.77 (t, J=7.0 Hz, 3 H), 1.10-1.40 (m, 19 H), 2.27 (m, 2 H), 2.42 (s, 3 H), 3.22 (m, 1 H), 3.41 (m, 1 H), 4.34 (d, J=6.0 Hz, 2 H), 7.10 (d, J=8.0 Hz, 2 H), 7.20 (d, J=8.0 Hz, 2 H). FAB-MS: calculated for C24H35NO 354; found 354 (M+H, 100%). Rf=0.38 (10% ethyl acetate/n-hexane). mp 92-94° C. Reactants: C1CCOC1, CNc1nc(Cl)c2c(n1)N(c1ccc(S(C)(=O)=O)cc1F)CC2, CC(C)OC(=O)N1CCC(O)CC1. Reaction SMILES: [CH2:37]1[O:38][CH2:39][CH2:40][CH2:41]1.[Cl:14][c:15]1[c:16]2[c:17]([n:18][c:19]([NH:21][CH3:22])[n:20]1)[N:23]([c:26]1[c:27]([F:36])[cH:28][c:29]([S:32](=[O:33])(=[O:34])[CH3:35])[cH:30][cH:31]1)[CH2:24][CH2:25]2.[OH:1][CH:2]1[CH2:3][CH2:4][N:5]([C:8](=[O:9])[O:10][CH:11]([CH3:12])[CH3:13])[CH2:6][CH2:7]1>>[O:1]([CH:2]1[CH2:3][CH2:4][N:5]([C:8](=[O:9])[O:10][CH:11]([CH3:12])[CH3:13])[CH2:6][CH2:7]1)[c:15]1[c:16]2[c:17]([n:18][c:19]([NH:21][CH3:22])[n:20]1)[N:23]([c:26]1[c:27]([F:36])[cH:28][c:29]([S:32](=[O:33])(=[O:34])[CH3:35])[cH:30][cH:31]1)[CH2:24][CH2:25]2. Yields the product CNc1nc(OC2CCN(C(=O)OC(C)C)CC2)c2c(n1)N(c1ccc(S(C)(=O)=O)cc1F)CC2.